This data is from the Open Reaction Database (ORD), a public repository of structured organic reaction records. The task is: describe an organic reaction: reactants, conditions, products, and yield Product: N#Cc1c(Br)cc(N2CCCCC2)c2ccccc12. Reaction SMILES: [Br:22][CH2:23][CH2:24][CH2:25][CH2:26][CH2:27][Br:28].[CH3:15][N:16]([CH3:17])[CH:18]=[O:19].[H-:20].[NH2:1][c:2]1[cH:3][c:4]([Br:14])[c:5]([C:12]#[N:13])[c:6]2[cH:7][cH:8][cH:9][cH:10][c:11]12.[Na+:21].[OH2:29]>>[N:1]1([c:2]2[cH:3][c:4]([Br:14])[c:5]([C:12]#[N:13])[c:6]3[cH:7][cH:8][cH:9][cH:10][c:11]23)[CH2:23][CH2:24][CH2:25][CH2:26][CH2:27]1. The reactants are BrCCCCCBr, CN(C)C=O, [H-], N#Cc1c(Br)cc(N)c2ccccc12, [Na+], O.